Dataset: the Open Reaction Database (ORD), a public repository of structured organic reaction records. Task: describe an organic reaction: reactants, conditions, products, and yield The reactants are ClC=1C2=C(N=CN1)N(C=C2I)COCC[Si](C)(C)C (4-chloro-5-iodo-7-{[2-(trimethylsilyl)ethoxy]methyl}-7H-pyrrolo[2,3-d]pyrimidine), C(#N)C=1C=C(C=CC1)B(O)O ((3-cyanophenyl)boronic acid), C([O-])([O-])=O.[K+].[K+] (potassium carbonate). The reagents and catalysts are C1=CC=C(C=C1)P([C-]2C=CC=C2)C3=CC=CC=C3.C1=CC=C(C=C1)P([C-]2C=CC=C2)C3=CC=CC=C3.Cl[Pd]Cl.[Fe+2] ([1,1′-bis(diphenylphosphino)ferrocene]dichloropalladium(II)). Run in COCCOC (1,2-dimethoxyethane), O (water). The product is ClC=1C2=C(N=CN1)N(C=C2C=2C=C(C#N)C=CC2)COCC[Si](C)(C)C (3-(4-chloro-7-{[2-(trimethylsilyl)ethoxy]methyl}-7H-pyrrolo[2,3-d]pyrimidin-5-yl)benzonitrile). Reaction SMILES: [Cl:1][C:2]1[C:3]2[C:10](I)=[CH:9][N:8]([CH2:12][O:13][CH2:14][CH2:15][Si:16]([CH3:19])([CH3:18])[CH3:17])[C:4]=2[N:5]=[CH:6][N:7]=1.[C:20]([C:22]1[CH:23]=[C:24](B(O)O)[CH:25]=[CH:26][CH:27]=1)#[N:21].C(=O)([O-])[O-].[K+].[K+]>COCCOC.O.C1C=CC(P(C2C=CC=CC=2)[C-]2C=CC=C2)=CC=1.C1C=CC(P(C2C=CC=CC=2)[C-]2C=CC=C2)=CC=1.Cl[Pd]Cl.[Fe+2]>[Cl:1][C:2]1[C:3]2[C:10]([C:26]3[CH:27]=[C:22]([CH:23]=[CH:24][CH:25]=3)[C:20]#[N:21])=[CH:9][N:8]([CH2:12][O:13][CH2:14][CH2:15][Si:16]([CH3:19])([CH3:18])[CH3:17])[C:4]=2[N:5]=[CH:6][N:7]=1 |f:2.3.4,7.8.9.10|. Procedure details: To a stirred mixture of 4-chloro-5-iodo-7-{[2-(trimethylsilyl)ethoxy]methyl}-7H-pyrrolo[2,3-d]pyrimidine (C1) (8.2 g, 20 mmol), (3-cyanophenyl)boronic acid (3.2 g, 22 mmol) and potassium carbonate (8.3 g, 60 mmol) in a mixture of 1,2-dimethoxyethane and water (4:1 ratio, 250 mL) was added [1,1′-bis(diphenylphosphino)ferrocene]dichloropalladium(II) (731 mg, 1.00 mmol). The reaction mixture was degassed and then charged with nitrogen; this procedure was carried out a total of three times. The reac...